This data is from the Open Reaction Database (ORD), a public repository of structured organic reaction records. The task is: describe an organic reaction: reactants, conditions, products, and yield The reactants are COC1=CC=C(C=C1)P(C1=CC=C(C=C1)OC)C1=CC=C(C=C1)OC (tri(p-methoxyphenyl)phosphine), Br (HBr), N#N (N2). Yields the product Br.OC1=CC=C(C=C1)P(C1=CC=C(C=C1)O)C1=CC=C(C=C1)O (tri(p-hydroxyphenyl)phosphine hydrobromide). Isolated yield 98.0%. Reaction SMILES: C[O:2][C:3]1[CH:8]=[CH:7][C:6]([P:9]([C:18]2[CH:23]=[CH:22][C:21]([O:24]C)=[CH:20][CH:19]=2)[C:10]2[CH:15]=[CH:14][C:13]([O:16]C)=[CH:12][CH:11]=2)=[CH:5][CH:4]=1.N#N.[BrH:28]>>[BrH:28].[OH:2][C:3]1[CH:8]=[CH:7][C:6]([P:9]([C:18]2[CH:23]=[CH:22][C:21]([OH:24])=[CH:20][CH:19]=2)[C:10]2[CH:15]=[CH:14][C:13]([OH:16])=[CH:12][CH:11]=2)=[CH:5][CH:4]=1 |f:3.4|. Reported procedure: To 30 ml 48% HBr in a 50 ml round-bottom flask was added 1 gram (0.0033 mole) of tri(p-methoxyphenyl)phosphine. The homogeneous solution was heated to reflux (124° C.) under a stream of N2 (to remove CH3Br) and within 40 minutes a white precipitate formed. After 2 hours reflux, the mixture was filtered, washed with water, and vacuum dried to give 1.11 g (98%) tri(p-hydroxyphenyl)phosphine hydrobromide.